From a dataset of the Open Reaction Database (ORD), a public repository of structured organic reaction records. describe an organic reaction: reactants, conditions, products, and yield The reactants are ClCCl, CSCCC(CO)NC(=O)C1(NC(=O)c2ccc(-c3csc(N4CCN(C)CC4)n3)cc2)CCCCC1, CS(C)=O, CCN(C(C)C)C(C)C, O=S(=O)=O, c1ccncc1. Product: CSCCC(C=O)NC(=O)C1(NC(=O)c2ccc(-c3csc(N4CCN(C)CC4)n3)cc2)CCCCC1. Reaction SMILES: [CH2:61]([Cl:62])[Cl:63].[CH3:20][N:21]1[CH2:22][CH2:23][N:24]([c:27]2[s:28][cH:29][c:30](-[c:32]3[cH:33][cH:34][c:35]([C:38](=[O:39])[NH:40][C:41]4([C:47](=[O:48])[NH:49][CH:50]([CH2:51][CH2:52][S:53][CH3:54])[CH2:55][OH:56])[CH2:42][CH2:43][CH2:44][CH2:45][CH2:46]4)[cH:36][cH:37]3)[n:31]2)[CH2:25][CH2:26]1.[CH3:57][S:58](=[O:59])[CH3:60].[CH:1]([N:2]([CH2:3][CH3:4])[CH:5]([CH3:6])[CH3:7])([CH3:8])[CH3:9].[S:16](=[O:17])(=[O:18])=[O:19].[n:10]1[cH:11][cH:12][cH:13][cH:14][cH:15]1>>[CH3:20][N:21]1[CH2:22][CH2:23][N:24]([c:27]2[s:28][cH:29][c:30](-[c:32]3[cH:33][cH:34][c:35]([C:38](=[O:39])[NH:40][C:41]4([C:47](=[O:48])[NH:49][CH:50]([CH2:51][CH2:52][S:53][CH3:54])[CH:55]=[O:56])[CH2:42][CH2:43][CH2:44][CH2:45][CH2:46]4)[cH:36][cH:37]3)[n:31]2)[CH2:25][CH2:26]1. The reactants are CC(=O)C1=CC2=C(OCCO2)C=C1 (1,4-benzodioxan-6-yl methyl ketone), solution, C1(CC1)[Mg]Br (cyclopropylmagnesium bromide), C1(CC1)C(C)(O)C1=CC=C(C=C1)Cl (1-Cyclopropyl-1-(4-chlorophenyl)ethanol). The solvent is O1CCCC1 (tetrahydrofuran). Product: C1(CC1)C(C)(O)C1=CC2=C(OCCO2)C=C1 (1-Cyclopropyl-1-(2,3-dihydro-1,4-benzodioxin-6-yl)ethanol). Reaction SMILES: [CH3:1][C:2]([C:4]1[CH:13]=[CH:12][C:7]2[O:8][CH2:9][CH2:10][O:11][C:6]=2[CH:5]=1)=[O:3].[CH:14]1([Mg]Br)[CH2:16][CH2:15]1.C1(C(C2C=CC(Cl)=CC=2)(O)C)CC1>O1CCCC1>[CH:14]1([C:2]([C:4]2[CH:13]=[CH:12][C:7]3[O:8][CH2:9][CH2:10][O:11][C:6]=3[CH:5]=2)([OH:3])[CH3:1])[CH2:16][CH2:15]1. Procedure: The title compound was prepared starting from 1.50 g (8.42 mmol) of 1,4-benzodioxan-6-yl methyl ketone and 33.7 ml (16.84 mmol) of a 0.5N solution of cyclopropylmagnesium bromide in tetrahydrofuran in analogy to the synthesis of the compound from Example 138A. 1.12 g (59% of theory) of the title compound were obtained.